This data is from the Open Reaction Database (ORD), a public repository of structured organic reaction records. The task is: describe an organic reaction: reactants, conditions, products, and yield The reactants are CCOC=C(C(=O)OCC)C(=O)OCC, CCc1ccc(N)cn1. Product: CCOC(=O)C(=CNc1ccc(CC)nc1)C(=O)OCC. Reaction SMILES: [CH2:10]([O:11][CH:13]=[C:14]([C:15](=[O:16])[O:17][CH2:18][CH3:19])[C:20](=[O:21])[O:22][CH2:23][CH3:24])[CH3:12].[NH2:1][c:2]1[cH:3][cH:4][c:5]([CH2:8][CH3:9])[n:6][cH:7]1>>[NH:1]([c:2]1[cH:3][cH:4][c:5]([CH2:8][CH3:9])[n:6][cH:7]1)[CH:13]=[C:14]([C:15](=[O:16])[O:17][CH2:18][CH3:19])[C:20](=[O:21])[O:22][CH2:23][CH3:24]. Starting materials: NC1=CC(=CC=C1O)C (2-amino-p-cresol), C(=O)C1=C(C(=O)OC)C=CC=C1 (methyl 2-formylbenzoate). Solvent: C(C)O (ethanol). The product is OC1=C(N=CC2=C(C=CC=C2)C(=O)OC)C=C(C=C1)C (2-hydroxy-5-methyl-N-(2-methoxycarbonylbenzylidene)aniline). Yield: 76.5%. Reaction SMILES: [NH2:1][C:2]1[C:7]([OH:8])=[CH:6][CH:5]=[C:4]([CH3:9])[CH:3]=1.[CH:10]([C:12]1[CH:21]=[CH:20][CH:19]=[CH:18][C:13]=1[C:14]([O:16][CH3:17])=[O:15])=O>C(O)C>[OH:8][C:7]1[CH:6]=[CH:5][C:4]([CH3:9])=[CH:3][C:2]=1[N:1]=[CH:10][C:12]1[CH:21]=[CH:20][CH:19]=[CH:18][C:13]=1[C:14]([O:16][CH3:17])=[O:15]. Reported procedure: A solution of 2-amino-p-cresol (7.4 g) and methyl 2-formylbenzoate (obtained as described in J. Chem. Soc. (C), 1969, 1818) (9.8 g) in ethanol (120 ml) was heated under reflux for 2 hours. The solvent was removed by evaporation and the residue recrystallised from hexane to give 2-hydroxy-5-methyl-N-(2-methoxycarbonylbenzylidene)aniline (B) (12.3 g), m.p. 82°-83° C; NMR: 2.35 (s, 3H), 4.0(s, 3H), 6.9(d, 1H), 7.0(d, 1H), 7.05(br s, 1H), 7.15(d, 1H), 7.5-7.7(m, 2H), 7.95(dd, 1H), 8.2(dd, 1H), 9.45(... Reactants: OC(CCN)C1=CC=CC=C1 (3-hydroxy-3-phenylpropylamine), CC1(NC(CCC1)(C)C)C (2,2,6,6-tetramethylpiperidine), FC1=C(CCl)C=CC=C1 (o-fluorobenzyl chloride). Solvent: C(C)#N (acetonitrile), C(C)#N (acetonitrile). The product is FC1=C(C=CC=C1)CNCCC(C1=CC=CC=C1)O (N-(2-Fluorophenylmethyl)-3-hydroxy-3-phenylpropylamine). Isolated yield 52.5%. Reaction SMILES: [OH:1][CH:2]([C:6]1[CH:11]=[CH:10][CH:9]=[CH:8][CH:7]=1)[CH2:3][CH2:4][NH2:5].CC1(C)CCCC(C)(C)N1.[F:22][C:23]1[CH:30]=[CH:29][CH:28]=[CH:27][C:24]=1[CH2:25]Cl>C(#N)C>[F:22][C:23]1[CH:30]=[CH:29][CH:28]=[CH:27][C:24]=1[CH2:25][NH:5][CH2:4][CH2:3][CH:2]([OH:1])[C:6]1[CH:11]=[CH:10][CH:9]=[CH:8][CH:7]=1. Procedure details: A mixture of 3-hydroxy-3-phenylpropylamine (7.0 g, 46 mM) and 2,2,6,6-tetramethylpiperidine (7.9 ml, 46 mM) in acetonitrile (100 ml) was treated with a solution of o-fluorobenzyl chloride (6.75 g, 46 mM) in acetonitrile (10 ml). After 24 hours the resulting precipitate was removed by filtration and washed with acetonitrile (2×10 ml). The combined filtrate and washings were evaporated under reduced pressure and the residue partitioned between 2N hydrochloric acid (50 ml) and ether (100 ml). The a... The reactants are C(C)(C)(C)OC(=O)N1[C@@H](C[C@@H]2CCCC[C@H]12)C=O ((2S,3aS,7aS)-2-formyl-octahydro-indole-1-carboxylic acid tert-butyl ester), c-benzofuran-2-yl-methylamine, C(C)(=O)O[BH-](OC(C)=O)OC(C)=O.[Na+] (sodium triacetoxyborohydride), white solid, FC(C(=O)[O-])(F)F (trifluoroacetate). Run in ClCCl (dichloromethane), ClCCl (dichloromethane). Conditions: time 3 hour. Yields the product C(C)(C)(C)OC(=O)N1[C@@H](C[C@@H]2CCCC[C@H]12)CNCC=1OC2=C(C1)C=CC=C2 ((2S,3aS,7aS)-2-{[(Benzofuran-2-ylmethyl)-amino]-methyl}-octahydro-indole-1-carboxylic acid tert-butyl ester). Reaction SMILES: [C:1]([O:5][C:6]([N:8]1[C@@H:16]2[C@@H:11]([CH2:12][CH2:13][CH2:14][CH2:15]2)[CH2:10][C@H:9]1[CH:17]=O)=[O:7])([CH3:4])([CH3:3])[CH3:2].C(O[BH-](O[C:29](=[O:31])[CH3:30])OC(=O)C)(=O)C.[Na+].F[C:34](F)(F)[C:35]([O-])=O>ClCCl>[C:1]([O:5][C:6]([N:8]1[C@@H:16]2[C@@H:11]([CH2:12][CH2:13][CH2:14][CH2:15]2)[CH2:10][C@H:9]1[CH2:17][NH:8][CH2:9][C:10]1[O:31][C:29]2[CH:30]=[CH:35][CH:34]=[CH:13][C:12]=2[CH:11]=1)=[O:7])([CH3:2])([CH3:3])[CH3:4] |f:1.2|. Procedure details: To a solution of 31 mg (0.12 mmol) of (2S,3aS,7aS)-2-formyl-octahydro-indole-1-carboxylic acid tert-butyl ester in 1 mL dichloromethane, 18 mg (0.12 mmol) of c-benzofuran-2-yl-methylamine 40 mg (0.18 mmol) of sodium triacetoxyborohydride were added and the mixture was stirred for 3 hours, then diluted with 5 mL dichloromethane and quenched with 3 mL of aqueous sodium bicarbonate. The aqueous layer was extracted once with dichloromethane and the combined organic layers were dried with anhydrous m... Conditions: temperature 100 celsius, time 3 hour. Solvent: O (water), CN1CCCC1=O (NMP), CN1CCCC1=O (NMP). The product is FC=1C=C(COC2=CN=C3C=C(C=NC3=C2)CC(=O)N)C=CC1F (2-(7-((3,4-Difluorobenzyl)oxy)-1,5-naphthyridin-3-yl)acetamide). Procedure: 3-Bromo-7-((3,4-difluorobenzyl)oxy)-1,5-naphthyridine. To a mixture of (3,4-difluorophenyl)methanol (119 μL, 1.04 mmol) and 3,7-dibromo-1,5-naphthyridine (Intermediate 3, 200 mg, 0.69 mmol) in NMP (1 mL) at 100° C. under a nitrogen atmosphere was added a slurry of sodium hydride (69.45 mg, 1.74 mmol) in NMP (1 mL) dropwise. The solution was allowed to stir at 100° C. for 3 h. Upon completion the reaction was cooled and water was added to afford a solid precipitate. The solid was collected by fil... Starting materials: BrC=1C=NC2=CC(=CN=C2C1)OCC1=CC(=C(C=C1)F)F (3-Bromo-7-((3,4-difluorobenzyl)oxy)-1,5-naphthyridine), [H-].[Na+] (sodium hydride), FC=1C=C(C=CC1F)CO ((3,4-difluorophenyl)methanol), BrC=1C=NC2=CC(=CN=C2C1)Br (3,7-dibromo-1,5-naphthyridine), BrC=1C=NC2=CC(=CN=C2C1)Br (3,7-dibromo-1,5-naphthyridine). Yield: 53.3%. Reaction SMILES: Br[C:2]1[CH:3]=[N:4][C:5]2[C:10]([CH:11]=1)=[N:9][CH:8]=[C:7]([O:12][CH2:13][C:14]1[CH:19]=[CH:18][C:17]([F:20])=[C:16]([F:21])[CH:15]=1)[CH:6]=2.FC1C=[C:25]([CH2:30][OH:31])C=CC=1F.BrC1C=[N:35]C2C(C=1)=NC=C(Br)C=2.[H-].[Na+]>CN1C(=O)CCC1.O>[F:21][C:16]1[CH:15]=[C:14]([CH:19]=[CH:18][C:17]=1[F:20])[CH2:13][O:12][C:7]1[CH:6]=[C:5]2[C:10]([CH:11]=[C:2]([CH2:25][C:30]([NH2:35])=[O:31])[CH:3]=[N:4]2)=[N:9][CH:8]=1 |f:3.4|. The solvent is C(Cl)Cl (DCM), O (water), O (water). Starting materials: ClCCl.C(C)(C)(C)C=1C=C(N(N1)C1=CC=C(C=C1)CO)NC(=O)N[C@H]1CC[C@H](C2=CC=CC=C12)OC=1C=CC=2N(C1)C(=NN2)N2[C@H](CCCC2)C (1-[5-tert-Butyl-2-(4-hydroxymethyl-phenyl)-2H-pyrazol-3-yl]-3-{(1S,4R)-4-[3-((S)-2-methyl-piperidin-1-yl)-[1,2,4]triazolo[4,3-a]pyridin-6-yloxy]-1,2,3,4-tetrahydro-naphthalen-1-yl}-urea dichloromethane), CC(=O)OI1(C=2C=CC=CC2C(=O)O1)(OC(=O)C)OC(=O)C (Dess-Martin periodinane), S(=O)(=O)([O-])S(=O)[O-].[Na+].[Na+] (Sodium metabisulfite), C(=O)(O)[O-].[Na+] (NaHCO3). The yield is 100.0%. Procedure details: To a solution of Intermediate 176a (1.10 g, 1.70 mmol) in DCM (25 mL) at 0° C. was added Dess-Martin periodinane (791 mg, 1.86 mmol) and the resulting red-brown solution stirred at 0° C. for 45 min. Sodium metabisulfite (920 mg), water (10 mL) and sat. aq. NaHCO3 solution (10 mL) were added and the mixture stirred at RT until gas evolution ceased (15 min). The mixture was diluted with water (25 mL) and extracted with DCM (2×25 mL). The combined organics were passed through a hydrophobic fit and ... Product: C(C)(C)(C)C=1C=C(N(N1)C1=CC=C(C=C1)C=O)NC(=O)N[C@H]1CC[C@H](C2=CC=CC=C12)OC=1C=CC=2N(C1)C(=NN2)N2[C@H](CCCC2)C (1-[5-tert-Butyl-2-(4-formyl-phenyl)-2H-pyrazol-3-yl]-3-{(1S,4R)-4-[3-((S)-2-methyl-piperidin-1-yl)-[1,2,4]triazolo[4,3-a]pyridin-6-yloxy]-1,2,3,4-tetrahydro-naphthalen-1-yl}-urea). Reaction conditions: temperature 0 celsius, time 45 minute. As a reaction SMILES: ClCCl.[C:4]([C:8]1[CH:9]=[C:10]([NH:21][C:22]([NH:24][C@@H:25]2[C:34]3[C:29](=[CH:30][CH:31]=[CH:32][CH:33]=3)[C@H:28]([O:35][C:36]3[CH:37]=[CH:38][C:39]4[N:40]([C:42]([N:45]5[CH2:50][CH2:49][CH2:48][CH2:47][C@@H:46]5[CH3:51])=[N:43][N:44]=4)[CH:41]=3)[CH2:27][CH2:26]2)=[O:23])[N:11]([C:13]2[CH:18]=[CH:17][C:16]([CH2:19][OH:20])=[CH:15][CH:14]=2)[N:12]=1)([CH3:7])([CH3:6])[CH3:5].CC(OI1(OC(C)=O)(OC(C)=O)OC(=O)C2C=CC=CC1=2)=O.S(S([O-])=O)([O-])(=O)=O.[Na+].[Na+].C([O-])(O)=O.[Na+]>C(Cl)Cl.O>[C:4]([C:8]1[CH:9]=[C:10]([NH:21][C:22]([NH:24][C@@H:25]2[C:34]3[C:29](=[CH:30][CH:31]=[CH:32][CH:33]=3)[C@H:28]([O:35][C:36]3[CH:37]=[CH:38][C:39]4[N:40]([C:42]([N:45]5[CH2:50][CH2:49][CH2:48][CH2:47][C@@H:46]5[CH3:51])=[N:43][N:44]=4)[CH:41]=3)[CH2:27][CH2:26]2)=[O:23])[N:11]([C:13]2[CH:18]=[CH:17][C:16]([CH:19]=[O:20])=[CH:15][CH:14]=2)[N:12]=1)([CH3:7])([CH3:5])[CH3:6] |f:0.1,3.4.5,6.7|. Starting materials: CO, CCOC(=O)C1CN(S(=O)(=O)c2ccc3cc(Cl)ccc3c2)CCN1C(=O)c1sc(-c2ccncc2)nc1C, [Na+], [OH-]. Product: Cc1nc(-c2ccncc2)sc1C(=O)N1CCN(S(=O)(=O)c2ccc3cc(Cl)ccc3c2)CC1C(=O)O. RXN SMILES: [CH3:42][OH:43].[Cl:1][c:2]1[cH:3][c:4]2[cH:5][cH:6][c:7]([S:12](=[O:13])(=[O:14])[N:15]3[CH2:16][CH:17]([C:35](=[O:36])[O:37][CH2:38][CH3:39])[N:18]([C:21](=[O:22])[c:23]4[c:24]([CH3:34])[n:25][c:26](-[c:28]5[cH:29][cH:30][n:31][cH:32][cH:33]5)[s:27]4)[CH2:19][CH2:20]3)[cH:8][c:9]2[cH:10][cH:11]1.[Na+:41].[OH-:40]>>[Cl:1][c:2]1[cH:3][c:4]2[cH:5][cH:6][c:7]([S:12](=[O:13])(=[O:14])[N:15]3[CH2:16][CH:17]([C:35](=[O:36])[OH:37])[N:18]([C:21](=[O:22])[c:23]4[c:24]([CH3:34])[n:25][c:26](-[c:28]5[cH:29][cH:30][n:31][cH:32][cH:33]5)[s:27]4)[CH2:19][CH2:20]3)[cH:8][c:9]2[cH:10][cH:11]1. Reactants: CCC(CC)C=1C=C(CO)C=CC1 (3-(3-pentyl)benzyl alcohol), P(Br)(Br)Br (PBr3). Solvent: C(Cl)Cl (CH2Cl2). Yields the product CCC(CC)C=1C=C(CBr)C=CC1 (3-(3-Pentyl)benzyl bromide). Yield: 90.0%. RXN SMILES: [CH3:1][CH2:2][CH:3]([C:6]1[CH:7]=[C:8]([CH:11]=[CH:12][CH:13]=1)[CH2:9]O)[CH2:4][CH3:5].P(Br)(Br)[Br:15]>C(Cl)Cl>[CH3:1][CH2:2][CH:3]([C:6]1[CH:7]=[C:8]([CH:11]=[CH:12][CH:13]=1)[CH2:9][Br:15])[CH2:4][CH3:5]. Reported procedure: According to example 17, 1.84 g of 3-(3-pentyl)benzyl alcohol was treated with 0.34 mL of PBr3 in 25 mL of anhydrous CH2Cl2 to afford 2.23 g (90%) of 3-(3-Pentyl)benzyl bromide as a clear liquid. Starting materials: NC=1C=C2CCC(N(C2=CC1)CCCN(CC)CC)=O (6-Amino-1-(3-diethylamino-propyl)-3,4-dihydro-1H-quinolin-2-one), I.S1C(=CC=C1)C(=N)SC (methyl thiophene-2-carbimidothioate hydroiodide). Solvent: C(C)(=O)OCC (ethyl acetate), C(O)([O-])=O.[Na+] (sodium hydrogen carbonate), C(C)O (ethanol). Reaction conditions: time 64 hour. Yields the product C(C)N(CCCN1C(CCC2=CC(=CC=C12)NC(=N)C=1SC=CC1)=O)CC (N-(1-(3-(diethylamino)propyl)-2-oxo-1,2,3,4-tetrahydroquinolin-6-yl)thiophene-2-carboximidamide). RXN SMILES: [NH2:1][C:2]1[CH:3]=[C:4]2[C:9](=[CH:10][CH:11]=1)[N:8]([CH2:12][CH2:13][CH2:14][N:15]([CH2:18][CH3:19])[CH2:16][CH3:17])[C:7](=[O:20])[CH2:6][CH2:5]2.I.[S:22]1[CH:26]=[CH:25][CH:24]=[C:23]1[C:27](SC)=[NH:28]>C(O)C.C(OCC)(=O)C.C(=O)([O-])O.[Na+]>[CH2:16]([N:15]([CH2:18][CH3:19])[CH2:14][CH2:13][CH2:12][N:8]1[C:9]2[C:4](=[CH:3][C:2]([NH:1][C:27]([C:23]3[S:22][CH:26]=[CH:25][CH:24]=3)=[NH:28])=[CH:11][CH:10]=2)[CH2:5][CH2:6][C:7]1=[O:20])[CH3:17] |f:1.2,5.6|. Procedure details: A solution of 6-Amino-1-(3-diethylamino-propyl)-3,4-dihydro-1H-quinolin-2-one (0.058 g, 0.211 mmol) in dry ethanol (5 mL) was treated with methyl thiophene-2-carbimidothioate hydroiodide (0.120 g, 0.421 mmol) at room temperature and the resulting mixture was stirred for 64 hours. The reaction was transferred to a separatory funnel and diluted with ethyl acetate (30 mL) and saturated sodium hydrogen carbonate (20 mL). The aqueous was partitioned twice more with ethyl acetate (2×20 mL). The combin... Reactants: C(C1=CC=CC=C1)OC=1C(=NC=CC1)NC(=S)NC1=CC=C(C=C1)Cl (N-(3-benzyloxy-2-pyridyl)-N'-(4-chlorophenyl)thiourea), N (ammonia), mercuric oxide. Run at time 20 hour. Product: C(C1=CC=CC=C1)OC=1C(=NC=CC1)NC(=N)NC1=CC=C(C=C1)Cl (N-(3-Benzyloxy-2-pyridyl)-N'-(4-chlorophenyl)guanidine). As a reaction SMILES: [CH2:1]([O:8][C:9]1[C:10]([NH:15][C:16]([NH:18][C:19]2[CH:24]=[CH:23][C:22]([Cl:25])=[CH:21][CH:20]=2)=S)=[N:11][CH:12]=[CH:13][CH:14]=1)[C:2]1[CH:7]=[CH:6][CH:5]=[CH:4][CH:3]=1.[NH3:26]>>[CH2:1]([O:8][C:9]1[C:10]([NH:15][C:16]([NH:18][C:19]2[CH:24]=[CH:23][C:22]([Cl:25])=[CH:21][CH:20]=2)=[NH:26])=[N:11][CH:12]=[CH:13][CH:14]=1)[C:2]1[CH:7]=[CH:6][CH:5]=[CH:4][CH:3]=1. Procedure: To a stirring suspension of N-(3-benzyloxy-2-pyridyl)-N'-(4-chlorophenyl)thiourea (1.5 g, 0.00406 mol) in ammonia-saturated methanol (30 ml) was added yellow mercuric oxide (2.2 g, 0.01 mol). Stirring was continued for 20 h, then the solvent evaporated and the black residue treated with chloroform and filtered through celite. The filtrate was evaporated to a whim solid, which was recrystallised from ethyl acetam. Yield 0.76 g (53%), m.p. 170°-172 ° C.